This data is from the Open Reaction Database (ORD), a public repository of structured organic reaction records. The task is: describe an organic reaction: reactants, conditions, products, and yield The reactants are [C-]#N.[K+] (potassium cyanide), C(=O)C1(CC1)C(=O)OCC (ethyl 1-formylcyclopropane-1-carboxylate), S(=O)(O)[O-].[Na+] (sodium hydrogen sulfite), ice water, C1(=CC=CC2=CC=CC=C12)[C@H](C)N ((S)-1-(1-naphthyl)ethylamine). The solvent is O (water), C(C)O (ethanol). Run at temperature 50 celsius, time 3.5 hour. Yields the product C(#N)C(C1(CC1)C(=O)OCC)N[C@@H](C)C1=CC=CC2=CC=CC=C12 (1-[(RS)-1-Cyano-[(S)-1-(1-naphthyl)ethylamino]methyl]-1-ethoxycarbonylcyclopropane). Yield: 72.2%. As a reaction SMILES: [CH:1]([C:3]1([C:6]([O:8][CH2:9][CH3:10])=[O:7])[CH2:5][CH2:4]1)=O.[C:11]1([C@@H:21]([NH2:23])[CH3:22])[C:20]2[C:15](=[CH:16][CH:17]=[CH:18][CH:19]=2)[CH:14]=[CH:13][CH:12]=1.[C-:24]#[N:25].[K+].S([O-])(O)=O.[Na+]>C(O)C.O>[C:24]([CH:1]([NH:23][C@H:21]([C:11]1[C:20]2[C:15](=[CH:16][CH:17]=[CH:18][CH:19]=2)[CH:14]=[CH:13][CH:12]=1)[CH3:22])[C:3]1([C:6]([O:8][CH2:9][CH3:10])=[O:7])[CH2:5][CH2:4]1)#[N:25] |f:2.3,4.5|. Procedure: An eggplant type flask was charged with 426 mg of ethyl 1-formylcyclopropane-1-carboxylate to which were further added 771 mg of (S)-1-(1-naphthyl)ethylamine dissolved in 5 ml of ethanol, 293 mg of potassium cyanide dissolved in 2 ml of water and 937 mg of sodium hydrogen sulfite in that order at 0° C. The reaction system was stirred for 3.5 hours at 50° C. After confirming completion of the reaction, the reaction solution was mixed with ice water and extracted with ethyl acetate. Next, the resu... The reactants are CN1CCOCC1 (N-methylmorpholine), O=C(CCCC(=O)O)C (5-ketohexanoic acid), ClC(=O)OCC(C)C (isobutyl chloroformate). Solvent: ClCCl (dichloromethane), ClCCl (dichloromethane). Yields the product CC(CC)OC(=O)OCCCCC(C)=O (6-[((1-Methylpropoxy)carbonyl)oxy]-2-oxohexane). RXN SMILES: [O:1]=[C:2]([CH3:9])[CH2:3][CH2:4][CH2:5][C:6]([OH:8])=O.[CH3:10]N1CCOCC1.Cl[C:18]([O:20][CH2:21][CH:22]([CH3:24])C)=[O:19]>ClCCl>[CH3:10][CH:21]([O:20][C:18]([O:8][CH2:6][CH2:5][CH2:4][CH2:3][C:2](=[O:1])[CH3:9])=[O:19])[CH2:22][CH3:24]. Procedure details: 11.7 g (0.09 mole) of 5-ketohexanoic acid was dissolved in 100 ml of dichloromethane and cooled in an ice bath. 20.0 g (0.2 mole) of N-methylmorpholine was added to the reaction mixture which was stirred under nitrogen. 16.4 g (0.12 mole) of isobutyl chloroformate was dissolved in 25 ml of dichloromethane and slowly added to the reaction over 10 minutes. The reaction mixture continued to be stirred at 0° C., under nitrogen for one hour. The reaction mixture was evaporated in vacuo to an oily sol... The reactants are [H-].[Na+] (sodium hydride), SC1=CC=C(C(=O)OC)C=C1 (methyl 4-mercaptobenzoate), ClC(CN1C=NC=C1)C1=C(C=C(C=C1C)C)C (1-[2-chloro-2-(2,4,6-trimethylphenyl)ethyl]imidazole). Run in CN(C=O)C (dimethylformamide), CN(C=O)C (dimethylformamide). Conditions: time 30 minute. Product: CC1=C(C(=CC(=C1)C)C)C(CN1C=NC=C1)SC1=CC=C(C(=O)OC)C=C1 (Methyl 4-[1-(2,4,6-trimethylphenyl)-2-(imidazol-1-yl)ethylthio]benzoate). Yield: 80.3%. Reaction SMILES: [SH:1][C:2]1[CH:11]=[CH:10][C:5]([C:6]([O:8][CH3:9])=[O:7])=[CH:4][CH:3]=1.[H-].[Na+].Cl[CH:15]([C:22]1[C:27]([CH3:28])=[CH:26][C:25]([CH3:29])=[CH:24][C:23]=1[CH3:30])[CH2:16][N:17]1[CH:21]=[CH:20][N:19]=[CH:18]1>CN(C)C=O>[CH3:28][C:27]1[CH:26]=[C:25]([CH3:29])[CH:24]=[C:23]([CH3:30])[C:22]=1[CH:15]([S:1][C:2]1[CH:3]=[CH:4][C:5]([C:6]([O:8][CH3:9])=[O:7])=[CH:10][CH:11]=1)[CH2:16][N:17]1[CH:21]=[CH:20][N:19]=[CH:18]1 |f:1.2|. Reported procedure: 947 mg of methyl 4-mercaptobenzoate were dissolved in 6 ml of dry dimethylformamide, and 245 mg of a 55% w/w suspension of sodium hydride in mineral oil were added, whilst ice-cooling, to the resulting solution. The mixture was then stirred at room temperature for 30 minutes. 1.4 g of 1-[2-chloro-2-(2,4,6-trimethylphenyl)ethyl]imidazole dissolved in 7 ml of dry dimethylformamide was added to the solution, and the mixture was then heated at 60° to 65° C. for 20 hours. At the end of this time, the... The reactants are CC1CCc2c(Br)c(F)cc3c(=O)c(C(=O)O)cn1c23, C1CCCCC1, CN(C)C=O, O=S(Cl)Cl. Yields the product CC1CCc2c(Br)c(F)cc3c(=O)c(C(=O)OCCN(C)C)cn1c23. RXN SMILES: [Br:1][c:2]1[c:3]([F:20])[cH:4][c:5]2[c:6](=[O:19])[c:7]([C:16](=[O:17])[OH:18])[cH:8][n:9]3[c:14]2[c:13]1[CH2:12][CH2:11][CH:10]3[CH3:15].[CH2:30]1[CH2:31][CH2:32][CH2:33][CH2:34][CH2:35]1.[CH3:25][N:26]([CH:27]=[O:28])[CH3:29].[S:21]([Cl:22])([Cl:23])=[O:24]>>[Br:1][c:2]1[c:3]([F:20])[cH:4][c:5]2[c:6](=[O:19])[c:7]([C:16](=[O:17])[O:18][CH2:30][CH2:27][N:26]([CH3:25])[CH3:29])[cH:8][n:9]3[c:14]2[c:13]1[CH2:12][CH2:11][CH:10]3[CH3:15]. Starting materials: amine, N-allyl, CC1=CC=C(C=C1)C=C1C(CCCC1)N (N-[2-[(4-methylphenyl)methylene]cyclohexyl]amine), BrCCCBr (1,3-dibromopropane), C([O-])([O-])=O.[K+].[K+] (potassium carbonate). Solvent: C(C)O (ethanol). Yields the product CC1=CC=C(C=C1)\C=C/1\C(CCCC1)N1CCC1 ((±)-(E)-1-[2-[(4-methylphenyl)methylene]cyclohexyl]-azetidine). Reaction SMILES: Br[CH2:2][CH2:3][CH2:4]Br.C(=O)([O-])[O-].[K+].[K+].[CH3:12][C:13]1[CH:18]=[CH:17][C:16]([CH:19]=[C:20]2[CH2:25][CH2:24][CH2:23][CH2:22][CH:21]2[NH2:26])=[CH:15][CH:14]=1>C(O)C>[CH3:12][C:13]1[CH:14]=[CH:15][C:16](/[CH:19]=[C:20]2/[CH:21]([N:26]3[CH2:4][CH2:3][CH2:2]3)[CH2:22][CH2:23][CH2:24][CH2:25]/2)=[CH:17][CH:18]=1 |f:1.2.3|. Procedure details: A mixture of N-[2-[4-methylphenyl)methylene]cyclohexyl]amine, from step C above, 0.64 g (3.2 mmol) with 1.28 g (6.4 mmol) of 1,3-dibromopropane and 0.88 g (6.4 mmol) of potassium carbonate in 20 ml of ethanol as refluxed 18 hr, evaporated and the residue was taken up in a water/diethyl ether mixture. The aqueous layer was separated and saturated with solid potassium hydroxide and extracted with diethyl ether. The ether extract was washed with saturated sodium chloride solution, dried with magnes... Starting materials: CCCCCC1=C(CCC1=O)C (dihydrojasmone), P(=O)([O-])([O-])[O-].[K+].[K+].[K+] (potassium phosphate). The solvent is C(C)O (ethanol). Reaction conditions: time 2 minute. The product is OC1C(=C(C(C1)=O)CCCCC)C (4-hydroxy-3-methyl-2-pentylcyclopent-2-enone). RXN SMILES: [CH3:1][CH2:2][CH2:3][CH2:4][CH2:5][C:6]1[C:10](=[O:11])[CH2:9][CH2:8][C:7]=1[CH3:12].P([O-])([O-])([O-])=[O:14].[K+].[K+].[K+]>C(O)C>[OH:14][CH:8]1[CH2:9][C:10](=[O:11])[C:6]([CH2:5][CH2:4][CH2:3][CH2:2][CH3:1])=[C:7]1[CH3:12] |f:1.2.3.4|. Reported procedure: Experimental description: 270 μL dihydrojasmone were dissolved in 1.2 mL ethanol and added to 150 mL potassium phosphate buffer pH 8.0. Var2 was added to the mixture at a final concentration of 2 μM. The mixture was split in 4.8 mL aliquots into 15 mL scintillation vials equipped with a stir bar. 600 μL 10 mM NADPH in KPi buffer were added to each vial and stirred for 2 minutes. 600 μL cofactor regeneration solution containing 500 mM glucose-6-phosphate and 10 units/mL glucose-6-phosphate dehydr... Starting materials: C(C)=O (acetaldehyde), C(CCC)[Li] (n-Butyllithium), C(C)(C)NC(C)C (diisopropylamine), [Si](C)(C)(C(C)(C)C)N1C(C[C@H]1CC(SC)(SC)SC)=O ((4S)-1-(t-butyldimethylsilyl)-4-[2,2,2-tri(methylthio)ethyl]azetidin-2-one). The solvent is O1CCCC1 (tetrahydrofuran), O1CCCC1 (tetrahydrofuran). Conditions: temperature -78 celsius, time 15 minute. Product: [Si](C)(C)(C(C)(C)C)N1C([C@@H]([C@H]1CC(SC)(SC)SC)[C@@H](C)O)=O ((3S,4R)-1-(t-butyldimethylsilyl)-3-[(R)-1-hydroxyethyl]-4-[2,2,2-tri(methylthio)ethyl]azetidin-2-one). Yield: 50.3%. As a reaction SMILES: C([Li])CCC.C(NC(C)C)(C)C.[Si:13]([N:20]1[C@H:23]([CH2:24][C:25]([S:30][CH3:31])([S:28][CH3:29])[S:26][CH3:27])[CH2:22][C:21]1=[O:32])([C:16]([CH3:19])([CH3:18])[CH3:17])([CH3:15])[CH3:14].[CH:33](=[O:35])[CH3:34]>O1CCCC1>[Si:13]([N:20]1[C@H:23]([CH2:24][C:25]([S:28][CH3:29])([S:26][CH3:27])[S:30][CH3:31])[C@@H:22]([C@H:33]([OH:35])[CH3:34])[C:21]1=[O:32])([C:16]([CH3:17])([CH3:19])[CH3:18])([CH3:15])[CH3:14]. Reported procedure: n-Butyllithium (14.8 ml of 2.5N hexane solution, 37.0 mmol) is added by syringe to a solution of diisopropylamine (3.74 g, 37.0 mmol) in 180 ml of freshly distilled tetrahydrofuran at -78° C. The resulting solution is stirred at -78° C. for 15 min prior to the addition of a solution of (4S)-1-(t-butyldimethylsilyl)-4-[2,2,2-tri(methylthio)ethyl]azetidin-2-one (12.34 g, 35.16 mmol) in 35 ml of tetrahydrofuran. This solution is stirred at -78° C. for 10 min prior to the addition of acetaldehyde (4...